Dataset: the Open Reaction Database (ORD), a public repository of structured organic reaction records. Task: describe an organic reaction: reactants, conditions, products, and yield The reactants are CCCS(=O)(=O)c1cc(C2CCC(c3cc(OC)c(OC)c(OC)c3)O2)cc(OC)c1OCc1ccccc1, CCOC(C)=O. Yields the product CCCS(=O)(=O)c1cc(C2CCC(c3cc(OC)c(OC)c(OC)c3)O2)cc(OC)c1O. RXN SMILES: [CH2:1]([CH2:2][CH3:3])[S:4](=[O:5])(=[O:6])[c:7]1[cH:8][c:9]([CH:23]2[O:24][CH:25]([c:28]3[cH:29][c:30]([O:38][CH3:39])[c:31]([O:36][CH3:37])[c:32]([O:34][CH3:35])[cH:33]3)[CH2:26][CH2:27]2)[cH:10][c:11]([O:21][CH3:22])[c:12]1[O:13][CH2:14][c:15]1[cH:16][cH:17][cH:18][cH:19][cH:20]1.[CH3:40][CH2:41][O:42][C:43](=[O:44])[CH3:45]>>[CH2:1]([CH2:2][CH3:3])[S:4](=[O:5])(=[O:6])[c:7]1[cH:8][c:9]([CH:23]2[O:24][CH:25]([c:28]3[cH:29][c:30]([O:38][CH3:39])[c:31]([O:36][CH3:37])[c:32]([O:34][CH3:35])[cH:33]3)[CH2:26][CH2:27]2)[cH:10][c:11]([O:21][CH3:22])[c:12]1[OH:13]. Reactants: F[B-](F)(F)F, C1CCOC1, NCC1CC1, Cn1c(Nc2c(Cl)cncc2Cl)nc2cc(C(=O)O)c3c(c21)CC(C)(C)O3, CN(C)C=O, CN(C)C(On1nnc2ccccc21)=[N+](C)C. Yields the product Cn1c(Nc2c(Cl)cncc2Cl)nc2cc(C(=O)NCC3CC3)c3c(c21)CC(C)(C)O3. RXN SMILES: [B-:33]([F:34])([F:35])([F:36])[F:37].[CH2:60]1[O:61][CH2:62][CH2:63][CH2:64]1.[CH:28]1([CH2:31][NH2:32])[CH2:29][CH2:30]1.[Cl:1][c:2]1[cH:3][n:4][cH:5][c:6]([Cl:27])[c:7]1[NH:8][c:9]1[n:10][c:11]2[c:12]([n:13]1[CH3:14])[c:15]1[c:19]([c:20]([C:22](=[O:23])[OH:24])[cH:21]2)[O:18][C:17]([CH3:25])([CH3:26])[CH2:16]1.[O:55]=[CH:56][N:57]([CH3:58])[CH3:59].[n:38]1([O:39][C:40]([N:41]([CH3:42])[CH3:43])=[N+:44]([CH3:45])[CH3:46])[c:47]2[cH:48][cH:49][cH:50][cH:51][c:52]2[n:53][n:54]1>>[Cl:1][c:2]1[cH:3][n:4][cH:5][c:6]([Cl:27])[c:7]1[NH:8][c:9]1[n:10][c:11]2[c:12]([n:13]1[CH3:14])[c:15]1[c:19]([c:20]([C:22](=[O:24])[NH:32][CH2:31][CH:28]3[CH2:29][CH2:30]3)[cH:21]2)[O:18][C:17]([CH3:25])([CH3:26])[CH2:16]1. Reactants: C(=O)([O-])[O-].[K+].[K+] (K2CO3), CN[C@H]1CCCC2=CC=CC=C12 ((S)-methyl-(1,2,3,4-tetrahydro-naphthalen-1-yl)-amine), ClC1=NC(=CC(=C1CO)C(=O)N1CCCC1)Cl ((2,6-dichloro-3-hydroxymethyl-pyridin-4-yl)-pyrrolidin-1-yl-methanone), O=S(Cl)Cl (SOCl2). Solvent: O (water), CCOC(=O)C (EtOAc), CC#N (CH3CN), C(Cl)Cl (CH2Cl2). Conditions: time 1 hour. The product is ClC1=NC(=CC(=C1CN(C1CCCC2=CC=CC=C12)C)C(=O)N1CCCC1)Cl ((2,6-Dichloro-3-{[methyl-(1,2,3,4-tetrahydro-naphthalen-1-yl)-amino]-methyl}-pyridin-4-yl)-pyrrolidin-1-yl-methanone). Reaction SMILES: [Cl:1][C:2]1[C:7]([CH2:8]O)=[C:6]([C:10]([N:12]2[CH2:16][CH2:15][CH2:14][CH2:13]2)=[O:11])[CH:5]=[C:4]([Cl:17])[N:3]=1.O=S(Cl)Cl.C([O-])([O-])=O.[K+].[K+].[CH3:28][NH:29][C@@H:30]1[C:39]2[C:34](=[CH:35][CH:36]=[CH:37][CH:38]=2)[CH2:33][CH2:32][CH2:31]1>C(Cl)Cl.O.CCOC(C)=O.CC#N>[Cl:1][C:2]1[C:7]([CH2:8][N:29]([CH3:28])[CH:30]2[C:39]3[C:34](=[CH:35][CH:36]=[CH:37][CH:38]=3)[CH2:33][CH2:32][CH2:31]2)=[C:6]([C:10]([N:12]2[CH2:16][CH2:15][CH2:14][CH2:13]2)=[O:11])[CH:5]=[C:4]([Cl:17])[N:3]=1 |f:2.3.4|. Procedure details: A mixture of (2,6-dichloro-3-hydroxymethyl-pyridin-4-yl)-pyrrolidin-1-yl-methanone (400 mg, 1.45 mmol) and SOCl2 (1 mL) in CH2Cl2 (10 mL) is stirred at room temperature for 1 hour, and then concentrated. The residue is treated with K2CO3 (1.0 g, 7.2 mmol), CH3CN (10 mL) and (S)-methyl-(1,2,3,4-tetrahydro-naphthalen-1-yl)-amine (250 mg, 1.55 mmol). The resulting mixture is stirred at room temperature overnight. EtOAc (50 mL) and water (40 mL) are added to the residue. The organic layer is separat...